From a dataset of the Open Reaction Database (ORD), a public repository of structured organic reaction records. describe an organic reaction: reactants, conditions, products, and yield Starting materials: C(C(=O)Cl)(=O)Cl (oxalyl chloride), CN(C=O)C (Dimethylformamide), C[C@@H]([C@@H](C=1C=CC=CC1)O)NC (ephedrine), product, Cl (HCl), C[Si](C)(C)N(C(C(F)(F)F)=O)[Si](C)(C)C (bis (trimethylsilyl)trifluoroacetamide), FC([C@@H](C(=O)N[C@H](C(=O)O)CC=1OC=C2C1C=CC=C2)CS)(F)F ((S,R)-α-[[3,3,3-Trifluoro-2-(mercaptomethyl)-1-oxopropyl]amino]-2-benzofuranpropanoic acid), acid chloride, compound. Run in CCCCCC (hexane), C(C)OCC (ethyl ether), C(C)#N (acetonitrile), C(C)(=O)OCC (ethyl acetate), C(C)(=O)O (acetic acid). Run at time 2 hour. The product is FC(C(C(=O)NC=1OC(=C2C1C=CC=C2)CCC(=O)O)CSC(C)=O)(F)F ([3,3,3-Trifluoro-2-[(acetylthio)methyl]-1-oxopropyl]amino-2-benzofuranpropanoic acid). RXN SMILES: [CH3:1][C@H:2](NC)[C@H:3]([OH:10])[C:4]1[CH:5]=[CH:6][CH:7]=[CH:8][CH:9]=1.Cl.[C:14](Cl)(=[O:18])[C:15](Cl)=O.CN(C)[CH:22]=[O:23].C[Si](N([Si](C)(C)C)C(=[O:35])C(F)(F)F)(C)C.[F:40][C:41]([F:63])([F:62])[C@H:42]([CH2:60][SH:61])[C:43]([NH:45][C@@H:46](CC1OC=C2C=CC=CC=12)C(O)=O)=[O:44]>C(#N)C.C(O)(=O)C.CCCCCC.C(OCC)(=O)C.C(OCC)C>[F:40][C:41]([F:62])([F:63])[CH:42]([CH2:60][S:61][C:14](=[O:18])[CH3:15])[C:43]([NH:45][C:46]1[O:10][C:3]([CH2:2][CH2:1][C:22]([OH:23])=[O:35])=[C:4]2[CH:9]=[CH:8][CH:7]=[CH:6][C:5]=12)=[O:44]. Procedure: The ephedrine salt product of Example 53(b) (425 mg., 1.22 mmol) was partitioned between ethyl ether (100 mL) and dilute HCl (1.22 mL of 1N HCl in 100 mL of water). The ether layer was washed with water (2×100 mL), dried (MgSO4), and concentrated. The residue was coevaporated from methylene chloride (2×20 mL). The free acid was dissolved in methylene chloride (3 mL) and oxalyl chloride (0.107 mL, 1.22 mmol) was added. Dimethylformamide (0.011 mL, 0.012 mmol) was added and the mixture was stirred... Starting materials: FC1=C(OCC[C@H]2[C@H](C2)C2CCN(CC2)C#N)C=CC(=C1)S(=O)(=O)C (4-((1R,2S)-2-{2-{2-fluoro-4-(methylsulfonyl)phenoxy]ethyl}cyclopropyl)piperidine-1-carbonitrile), ONC(COC)=N (N-hydroxy-2-methoxyacetimidamide). The reagents and catalysts are [Cl-].[Zn+2].[Cl-] (zinc chloride). The solvent is O1CCCC1 (tetrahydrofuran). Product: FC1=C(OCC[C@@H]2[C@@H](C2)C2CCN(CC2)C2=NC(=NO2)COC)C=CC(=C1)S(=O)(=O)C (4-((1S,2R)-2-{2-[2-fluoro-4-(methylsulfonyl)phenoxy]ethyl}cyclopropyl)-1-[3-(methoxymethyl)-1,2,4-oxadiazol-5-yl]piperidine). RXN SMILES: [F:1][C:2]1[CH:21]=[C:20]([S:22]([CH3:25])(=[O:24])=[O:23])[CH:19]=[CH:18][C:3]=1[O:4][CH2:5][CH2:6][C@@H:7]1[CH2:9][C@@H:8]1[CH:10]1[CH2:15][CH2:14][N:13]([C:16]#[N:17])[CH2:12][CH2:11]1.[OH:26][NH:27][C:28](=N)[CH2:29][O:30][CH3:31]>O1CCCC1.[Cl-].[Zn+2].[Cl-]>[F:1][C:2]1[CH:21]=[C:20]([S:22]([CH3:25])(=[O:23])=[O:24])[CH:19]=[CH:18][C:3]=1[O:4][CH2:5][CH2:6][C@H:7]1[CH2:9][C@H:8]1[CH:10]1[CH2:11][CH2:12][N:13]([C:16]2[O:26][N:27]=[C:28]([CH2:29][O:30][CH3:31])[N:17]=2)[CH2:14][CH2:15]1 |f:3.4.5|. Reported procedure: To a solution of 4-((1R,2S)-2-{2-{2-fluoro-4-(methylsulfonyl)phenoxy]ethyl}cyclopropyl)piperidine-1-carbonitrile (Step D, Example 111; 100 mg, 0.27 mmol) and N-hydroxy-2-methoxyacetimidamide (38 mg, 0.37 mmol) in tetrahydrofuran (5 mL) was added zinc chloride (0.8 mL, 0.5 M in tetrahydrofuran, 0.4 mmol). The mixture was refluxed for 2 h, cooled to RT, and concentrated to dryness under reduced pressure. The residue was dissolved in 2 mL of 4N HCl ethanol and water (1:1). The solution was refluxed... The reactants are C1(=CC=C(C=C1)S(=O)(=O)Cl)C (p-toluenesulfonyl chloride), C1(=CC=CC=C1)C1OC(CN1CCC1=CC(=C(C=C1)OC)OC)CO (2-phenyl-3-(3,4-dimethoxyphenylethyl)-5-(hydroxymethyl)oxazolidine). Run in N1=CC=CC=C1 (pyridine). Product: S(=O)(=O)([O-])C1=CC=C(C)C=C1 (tosylate), OCC1OCCN1 (2-hydroxymethyloxazolidine). Reaction SMILES: [C:1]1([CH3:11])[CH:6]=[CH:5][C:4]([S:7](Cl)(=[O:9])=[O:8])=[CH:3][CH:2]=1.[C:12]1([CH:18]2[N:22](CCC3C=CC(OC)=C(OC)C=3)[CH2:21][CH:20](CO)[O:19]2)C=CC=CC=1>N1C=CC=CC=1>[S:7]([C:4]1[CH:5]=[CH:6][C:1]([CH3:11])=[CH:2][CH:3]=1)([O-:19])(=[O:9])=[O:8].[OH:8][CH2:12][CH:18]1[NH:22][CH2:21][CH2:20][O:19]1. Procedure: In an operation carried out in a manner similar to that described in Example 1, p-toluenesulfonyl chloride is added portionwise to a cooled to 10° C. solution of 2-phenyl-3-(3,4-dimethoxyphenylethyl)-5-(hydroxymethyl)oxazolidine in pyridine while the temperature is maintained below 25° C. to obtain a tosylate of the 2-hydroxymethyloxazolidine as intermediate. The reactants are ClCCl, OC1CCCc2cccnc21. The product is O=C1CCCc2cccnc21. RXN SMILES: [Cl:12][CH2:13][Cl:14].[OH:1][CH:2]1[CH2:3][CH2:4][CH2:5][c:6]2[cH:7][cH:8][cH:9][n:10][c:11]21>>[O:1]=[C:2]1[CH2:3][CH2:4][CH2:5][c:6]2[cH:7][cH:8][cH:9][n:10][c:11]21. Reactants: Cl.ClC=1N=C(NC1C1=CC=C(C=C1)NC(OC)=O)[C@H]1NC[C@H](C1)C1CCN(CC1)S(=O)(=O)C (methyl [4-(4-chloro-2-{(2S,4R)-4-[1-(methylsulfonyl)-4-piperidinyl]-2-pyrrolidinyl}-1H-imidazol-5-yl)phenyl]carbamate hydrochloride), CC(C)(C)OC(=O)NC[C@H]1CC[C@H](CC1)C(=O)O (cis-4-[({[(2-methyl-2-propanyl)oxy]carbonyl}amino)methyl]cyclohexanecarboxylic acid). The product is ClC=1N=C(NC1C1=CC=C(C=C1)NC(=O)OC)[C@H]1N(C[C@H](C1)C1CCN(CC1)S(=O)(=O)C)C(=O)[C@H]1CC[C@H](CC1)CNC(OC(C)(C)C)=O (2-methyl-2-propanyl {[cis-4-({(2S,4R)-2-(4-chloro-5-{4-[(methoxycarbonyl)amino]phenyl}-1H-imidazol-2-yl)-4-[1-(methylsulfonyl)-4-piperidinyl]-1-pyrrolidinyl}carbonyl)cyclohexyl]methyl}carbamate). As a reaction SMILES: Cl.[Cl:2][C:3]1[N:4]=[C:5]([C@@H:19]2[CH2:23][C@H:22]([CH:24]3[CH2:29][CH2:28][N:27]([S:30]([CH3:33])(=[O:32])=[O:31])[CH2:26][CH2:25]3)[CH2:21][NH:20]2)[NH:6][C:7]=1[C:8]1[CH:13]=[CH:12][C:11]([NH:14][C:15](=[O:18])[O:16][CH3:17])=[CH:10][CH:9]=1.[CH3:34][C:35]([O:38][C:39]([NH:41][CH2:42][C@@H:43]1[CH2:48][CH2:47][C@H:46]([C:49](O)=[O:50])[CH2:45][CH2:44]1)=[O:40])([CH3:37])[CH3:36]>>[Cl:2][C:3]1[N:4]=[C:5]([C@@H:19]2[CH2:23][C@H:22]([CH:24]3[CH2:29][CH2:28][N:27]([S:30]([CH3:33])(=[O:32])=[O:31])[CH2:26][CH2:25]3)[CH2:21][N:20]2[C:49]([C@@H:46]2[CH2:45][CH2:44][C@H:43]([CH2:42][NH:41][C:39](=[O:40])[O:38][C:35]([CH3:36])([CH3:34])[CH3:37])[CH2:48][CH2:47]2)=[O:50])[NH:6][C:7]=1[C:8]1[CH:13]=[CH:12][C:11]([NH:14][C:15]([O:16][CH3:17])=[O:18])=[CH:10][CH:9]=1 |f:0.1|. Procedure: Following the procedure described in Example 8, the compound prepared in Example 67 was treated with cis-4-[({[(2-methyl-2-propanyl)oxy]carbonyl}amino)methyl]cyclohexanecarboxylic acid to give the title compound as a white solid. Yields the product Cc1nc2c(N)nc3ccccc3c2n1CCCNC(=O)N1CCOCC1. Reactants: Cc1nc2c(N)nc3ccccc3c2n1CCCN, O=C(Cl)N1CCOCC1. RXN SMILES: [NH2:1][CH2:2][CH2:3][CH2:4][n:5]1[c:6]([CH3:19])[n:7][c:8]2[c:9]([NH2:18])[n:10][c:11]3[cH:12][cH:13][cH:14][cH:15][c:16]3[c:17]12.[O:20]1[CH2:21][CH2:22][N:23]([C:26](=[O:27])[Cl:28])[CH2:24][CH2:25]1>>[NH:1]([CH2:2][CH2:3][CH2:4][n:5]1[c:6]([CH3:19])[n:7][c:8]2[c:9]([NH2:18])[n:10][c:11]3[cH:12][cH:13][cH:14][cH:15][c:16]3[c:17]12)[C:26]([N:23]1[CH2:22][CH2:21][O:20][CH2:25][CH2:24]1)=[O:27]. Starting materials: BrCCC(=O)OCC (Ethyl 3-bromopropionate), C(CCC)NCCCC (di-n-butylamine), C(C)OCC (diethyl ether). Solvent: CCCCC (pentane). Conditions: time 2 hour. The product is C(CCC)N(CCCC)CCC(=O)OCC (ethyl 3-(N,N-di-n-butylamino)propionate). As a reaction SMILES: Br[CH2:2][CH2:3][C:4]([O:6][CH2:7][CH3:8])=[O:5].[CH2:9]([NH:13][CH2:14][CH2:15][CH2:16][CH3:17])[CH2:10][CH2:11][CH3:12].C(OCC)C>CCCCC>[CH2:9]([N:13]([CH2:2][CH2:3][C:4]([O:6][CH2:7][CH3:8])=[O:5])[CH2:14][CH2:15][CH2:16][CH3:17])[CH2:10][CH2:11][CH3:12]. Procedure details: Ethyl 3-bromopropionate (18.0 g; 0.10 mol) was added carefully to di-n-butylamine (25.8 g; 0.20 mol), followed by stirring for 2 hours. Then diethyl ether (200 ml) and pentane (200 ml) were added. The precipitate was filtered off, the filtrate was evaporated and the residue was distilled at sub-atmospheric pressure. The yield was 7.0 g (31%).